From a dataset of the Open Reaction Database (ORD), a public repository of structured organic reaction records. describe an organic reaction: reactants, conditions, products, and yield Reactants: N1=CC(=CC=C1)/C=C/C(=O)O (Trans-3-(3-pyridyl)acrylic acid), N,N′-carbonyldiimidazole, C([O-])([O-])=O.[K+].[K+] (potassium carbonate), Br.OC1=C(CCN)C=CC=C1 (2-hydroxyphenethylamine hydrobromide). Solvent: CN(C=O)C (dimethylformamide). Conditions: temperature 40 celsius, time 40 minute. Yields the product OC1=C(CCNC(\C=C\C=2C=NC=CC2)=O)C=CC=C1 ((E)-N-(2-hydroxyphenethyl)-3-(3-pyridyl)-2-propenoic acid amide). The yield is 62.1%. As a reaction SMILES: [N:1]1[CH:6]=[CH:5][CH:4]=[C:3](/[CH:7]=[CH:8]/[C:9]([OH:11])=O)[CH:2]=1.C(=O)([O-])[O-].[K+].[K+].Br.[OH:19][C:20]1[CH:28]=[CH:27][CH:26]=[CH:25][C:21]=1[CH2:22][CH2:23][NH2:24]>CN(C)C=O>[OH:19][C:20]1[CH:28]=[CH:27][CH:26]=[CH:25][C:21]=1[CH2:22][CH2:23][NH:24][C:9](=[O:11])/[CH:8]=[CH:7]/[C:3]1[CH:2]=[N:1][CH:6]=[CH:5][CH:4]=1 |f:1.2.3,4.5|. Procedure details: Trans-3-(3-pyridyl)acrylic acid (22.35 g) and N,N′-carbonyldiimidazole (24.54 g) were dissolved in dimethylformamide (300 ml) and stirred at 40° C. for 40 minutes. Then, potassium carbonate (41.4 g) and 2-hydroxyphenethylamine hydrobromide (32.70 g) were added under room temperature and stirred for 1 hour. Insoluble materials were filtered out and the filtrate was concentrated under reduced pressure. Dilute hydrochloric acid was added to the residue under ice-cooling and stirring. The precipitat... Starting materials: C(C)C1(OC(NC2=C1C=C(C=C2)C2=CC=C(N2C)C#N)=O)CC (5-(4,4-diethyl-2-oxo-1,4-dihydro-2H-3,1-benzoxazin-6-yl)-1-methyl-1H-pyrrole-2-carbonitrile), COC=1C=CC(=CC1)P2(=S)SP(=S)(S2)C=3C=CC(=CC3)OC (Lawesson's Reagent), C([O-])([O-])=O.[Na+].[Na+] (sodium carbonate). Solvent: C1(=CC=CC=C1)C (toluene). Product: C(C)C1(OC(NC2=C1C=C(C=C2)C2=CC=C(N2C)C#N)=S)CC (5-(4,4-diethyl-2-thioxo-1,4-dihydro-2H-3,1-benzoxazin-6-yl)-1-methyl-1H-pyrrole-2-carbonitrile). The yield is 15.2%. As a reaction SMILES: [CH2:1]([C:3]1([CH2:22][CH3:23])[C:8]2[CH:9]=[C:10]([C:13]3[N:17]([CH3:18])[C:16]([C:19]#[N:20])=[CH:15][CH:14]=3)[CH:11]=[CH:12][C:7]=2[NH:6][C:5](=O)[O:4]1)[CH3:2].COC1C=CC(P2(SP(C3C=CC(OC)=CC=3)(=S)S2)=[S:33])=CC=1.C(=O)([O-])[O-].[Na+].[Na+]>C1(C)C=CC=CC=1>[CH2:1]([C:3]1([CH2:22][CH3:23])[C:8]2[CH:9]=[C:10]([C:13]3[N:17]([CH3:18])[C:16]([C:19]#[N:20])=[CH:15][CH:14]=3)[CH:11]=[CH:12][C:7]=2[NH:6][C:5](=[S:33])[O:4]1)[CH3:2] |f:2.3.4|. Procedure details: 5-(4,4-diethyl-2-oxo-1,4-dihydro-2H-3,1-benzoxazin-6-yl)-1-methyl-1H-pyrrole-2-carbonitrile (0.5 g, 1.6 mmol) and Lawesson's Reagent (0.33 g, 0.81 mmol) were heated to 100° C. in toluene (20 mL). Upon completion by TLC, the reaction was poured into saturated sodium carbonate (100 mL) and extracted with ethyl acetate (50 mL), dried over magnesium sulfate, and concentrated. The purification with column gave 5-(4,4-diethyl-2-thioxo-1,4-dihydro-2H-3,1-benzoxazin-6-yl)-1-methyl-1H-pyrrole-2-carbonitr... The reactants are CC(=CC(C=CC)O)CCC=C(C)C (6,10-Dimethyl-4-hydroxy-2,5,9-undecatriene), CC(C)=CCCC(C)=CC=O (citral), C#CC (propyne), acetylenic ketone, CC1=C(C(CC=C1)(C)C)C(C#CC)O (2,6,6-trimethyl-1[-1-hydroxy-2-butynyl]-1,3-cyclohexadiene), dihydro, CC1=C(C(CC=C1)(C)C)C(C#CC)=O (2,6,6-trimethyl-1-tetrolyl-1,3-cyclohexadiene), CC(=CC(C=CC)=O)CCC=C(C)C (6,10-Dimethyl-4-oxo-2,5,9-undecatriene). Procedure details: Safranal, prepared according to Compt. rend. 262, 1725 (1966), was reacted with propyne to give 2,6,6-trimethyl-1[-1-hydroxy-2-butynyl]-1,3-cyclohexadiene, following the procedure outlined in Example 18, paragraph (b), for the reaction of citral with propyne. The above carbinol was oxidised with MnO2 to 2,6,6-trimethyl-1-tetrolyl-1,3-cyclohexadiene, following the procedure described in Example 18, paragraph (c), for the oxidation of the dihydro analogue. The above acetylenic ketone was then part... Yields the product CC1=C(C(CC=C1)(C)C)C(\C=C/C)=O (Cis-2,6,6-trimethyl-1-crotonoyl-1,3-cyclohexadiene). The reagents and catalysts are O=[Mn]=O (MnO2). RXN SMILES: [CH3:1][C:2]([CH2:9][CH2:10][CH:11]=[C:12]([CH3:14])[CH3:13])=[CH:3][CH:4]([OH:8])[CH:5]=[CH:6][CH3:7].CC(=CCCC(=CC=O)C)C.C#CC.CC1C=CCC(C)(C)C=1C(O)C#CC.CC1C=CCC(C)(C)C=1C(=O)C#CC.CC(CCC=C(C)C)=CC(=O)C=CC>O=[Mn]=O>[CH3:1][C:2]1[CH:9]=[CH:10][CH2:11][C:12]([CH3:13])([CH3:14])[C:3]=1[C:4](=[O:8])/[CH:5]=[CH:6]\[CH3:7].